Dataset: the Open Reaction Database (ORD), a public repository of structured organic reaction records. Task: describe an organic reaction: reactants, conditions, products, and yield Reactants: Cc1ccccc1, O=S(Cl)Cl, O=S(=O)(c1ccccc1)c1ccc2c(c1)CCCC2O. Yields the product O=S(=O)(c1ccccc1)c1ccc2c(c1)CCCC2Cl. RXN SMILES: [CH3:25][c:26]1[cH:27][cH:28][cH:29][cH:30][cH:31]1.[S:21]([Cl:22])([Cl:23])=[O:24].[c:1]1([S:7](=[O:8])(=[O:9])[c:10]2[cH:11][c:12]3[c:17]([cH:18][cH:19]2)[CH:16]([OH:20])[CH2:15][CH2:14][CH2:13]3)[cH:2][cH:3][cH:4][cH:5][cH:6]1>>[c:1]1([S:7](=[O:8])(=[O:9])[c:10]2[cH:11][c:12]3[c:17]([cH:18][cH:19]2)[CH:16]([Cl:23])[CH2:15][CH2:14][CH2:13]3)[cH:2][cH:3][cH:4][cH:5][cH:6]1. Reactants: CCC=CC(C)Br, CC#N, c1ccc(P(c2ccccc2)c2ccccc2)cc1. The product is [Br-], CCC=CC(C)[P+](c1ccccc1)(c1ccccc1)c1ccccc1. As a reaction SMILES: [Br:20][CH:21]([CH3:22])[CH:23]=[CH:24][CH2:25][CH3:26].[CH3:27][C:28]#[N:29].[c:1]1([P:7]([c:8]2[cH:9][cH:10][cH:11][cH:12][cH:13]2)[c:14]2[cH:15][cH:16][cH:17][cH:18][cH:19]2)[cH:2][cH:3][cH:4][cH:5][cH:6]1>>[Br-:20].[c:1]1([P+:7]([c:8]2[cH:9][cH:10][cH:11][cH:12][cH:13]2)([c:14]2[cH:15][cH:16][cH:17][cH:18][cH:19]2)[CH:21]([CH3:22])[CH:23]=[CH:24][CH2:25][CH3:26])[cH:2][cH:3][cH:4][cH:5][cH:6]1. The reactants are ClCc1cc(I)ccc1I, C1=C(c2ccc3c(c2)OCO3)CCC(N2CCNCC2)C1. Product: Ic1ccc(I)c(CN2CCN(C3CC=C(c4ccc5c(c4)OCO5)CC3)CC2)c1. RXN SMILES: [I:22][c:23]1[c:24]([CH2:25][Cl:26])[cH:27][c:28]([I:31])[cH:29][cH:30]1.[O:1]1[CH2:2][O:3][c:4]2[c:5]1[cH:6][cH:7][c:8]([C:10]1=[CH:11][CH2:12][CH:13]([N:16]3[CH2:17][CH2:18][NH:19][CH2:20][CH2:21]3)[CH2:14][CH2:15]1)[cH:9]2>>[O:1]1[CH2:2][O:3][c:4]2[c:5]1[cH:6][cH:7][c:8]([C:10]1=[CH:11][CH2:12][CH:13]([N:16]3[CH2:17][CH2:18][N:19]([CH2:25][c:24]4[c:23]([I:22])[cH:30][cH:29][c:28]([I:31])[cH:27]4)[CH2:20][CH2:21]3)[CH2:14][CH2:15]1)[cH:9]2. The reactants are C(C1=CC=CC=C1)OCC1=C(C(=NC(=N1)N)N)C1=C(C=C(C=C1)Cl)Cl (6-Benzyloxymethyl-2,4-diamino-5-(2,4-dichlorophenyl)pyrimidine), Br (hydrobromic acid). Solvent: solution, C(C)(=O)O (acetic acid). Run at temperature 100 celsius, time 8 hour. Product: NC1=NC(=C(C(=N1)N)C1=C(C=C(C=C1)Cl)Cl)CBr (2,4-Diamino-6-bromomethyl-5-(2,4-dichlorophenyl)pyrimidine). Reaction SMILES: C(O[CH2:9][C:10]1[N:15]=[C:14]([NH2:16])[N:13]=[C:12]([NH2:17])[C:11]=1[C:18]1[CH:23]=[CH:22][C:21]([Cl:24])=[CH:20][C:19]=1[Cl:25])C1C=CC=CC=1.[BrH:26]>C(O)(=O)C>[NH2:16][C:14]1[N:13]=[C:12]([NH2:17])[C:11]([C:18]2[CH:23]=[CH:22][C:21]([Cl:24])=[CH:20][C:19]=2[Cl:25])=[C:10]([CH2:9][Br:26])[N:15]=1. Reported procedure: 2,4-Diamino-6-benzyloxymethyl-5-(2,4-dichlorophenyl)pyrimidine (Example 26) (6.5 g) was dissolved in a 47% solution of hydrobromic acid in acetic acid (75 ml) and the mixture stirred and heated at 100° C. for 6 hours. After standing at room temperature overnight the dihydrobromide salt was filtered off, washed with ether and dried in vacuo, 6 g. To a stirred solution of the dihydrobromide salt (0.43 g) in dimethylsulphoxide (4 ml) was added dropwise a solution of sodium bicarbonate (0.84 g) in w... Reactants: ClCCCBr, O=C([O-])[O-], CN(C)C=O, NC(c1ccccc1)c1ccccc1, [K+], [K+], O. Yields the product ClCCCNC(c1ccccc1)c1ccccc1. RXN SMILES: [Br:15][CH2:16][CH2:17][CH2:18][Cl:19].[C:20](=[O:21])([O-:22])[O-:23].[CH3:26][N:27]([CH3:28])[CH:29]=[O:30].[CH:1]([c:2]1[cH:3][cH:4][cH:5][cH:6][cH:7]1)([c:8]1[cH:9][cH:10][cH:11][cH:12][cH:13]1)[NH2:14].[K+:24].[K+:25].[OH2:31]>>[CH:1]([c:2]1[cH:3][cH:4][cH:5][cH:6][cH:7]1)([c:8]1[cH:9][cH:10][cH:11][cH:12][cH:13]1)[NH:14][CH2:16][CH2:17][CH2:18][Cl:19].